Dataset: the Open Reaction Database (ORD), a public repository of structured organic reaction records. Task: describe an organic reaction: reactants, conditions, products, and yield Reactants: CC(=O)O, CC(=O)OC(C)=O, OO, Cc1cccnc1C. Product: CC(=O)OCc1ncccc1C. RXN SMILES: [CH3:11][C:12]([OH:13])=[O:14].[CH3:15][C:16]([O:17][C:18](=[O:19])[CH3:20])=[O:21].[OH:9][OH:10].[n:1]1[c:2]([CH3:8])[c:3]([CH3:7])[cH:4][cH:5][cH:6]1>>[n:1]1[c:2]([CH2:8][O:14][C:12]([CH3:11])=[O:13])[c:3]([CH3:7])[cH:4][cH:5][cH:6]1.